From a dataset of the Open Reaction Database (ORD), a public repository of structured organic reaction records. describe an organic reaction: reactants, conditions, products, and yield Reactants: O=C(C(F)(F)F)C=1N(C=CC1)C=1N=C(N(C1C(=O)OC)CC1=CC=C(C=C1)C1=C(C=CC=C1)C1=NN=NN1)CCC (Methyl 4-[2-(1-oxo-2,2,2-trifluoroethyl)-1H-pyrrol-1-yl]-2-propyl-1-[(2'-(1H-tetrazol-5-yl)biphen-4-yl)methyl]-1H-imidazole-5-carboxylate), [OH-].[Na+] (sodium hydroxide), Cl (HCl). Solvent: O (water). The product is C(=O)(O)C1=C(N=C(N1CC1=CC=C(C=C1)C1=C(C=CC=C1)C1=NN=NN1)CCC)N1C(=CC=C1)C(=O)O (1-[5-Carboxy-2-propyl-1-[(2'-(1H-tetrazol-5-yl)biphen-4-yl)methyl]-1H-imidazol-4-yl]-1H-pyrrol-2-carboxylic acid). Isolated yield 120.4%. As a reaction SMILES: [O:1]=[C:2]([C:7]1[N:8]([C:12]2[N:13]=[C:14]([CH2:39][CH2:40][CH3:41])[N:15]([CH2:21][C:22]3[CH:27]=[CH:26][C:25]([C:28]4[CH:33]=[CH:32][CH:31]=[CH:30][C:29]=4[C:34]4[NH:38][N:37]=[N:36][N:35]=4)=[CH:24][CH:23]=3)[C:16]=2[C:17]([O:19]C)=[O:18])[CH:9]=[CH:10][CH:11]=1)C(F)(F)F.Cl.[OH-:43].[Na+]>O>[C:17]([C:16]1[N:15]([CH2:21][C:22]2[CH:23]=[CH:24][C:25]([C:28]3[CH:33]=[CH:32][CH:31]=[CH:30][C:29]=3[C:34]3[NH:35][N:36]=[N:37][N:38]=3)=[CH:26][CH:27]=2)[C:14]([CH2:39][CH2:40][CH3:41])=[N:13][C:12]=1[N:8]1[CH:9]=[CH:10][CH:11]=[C:7]1[C:2]([OH:43])=[O:1])([OH:19])=[O:18] |f:2.3|. Reported procedure: Methyl 4-[2-(1-oxo-2,2,2-trifluoroethyl)-1H-pyrrol-1-yl]-2-propyl-1-[(2'-(1H-tetrazol-5-yl)biphen-4-yl)methyl]-1H-imidazole-5-carboxylate (Example 13, 0.8 g) was dissolved in a solution sodium hydroxide (1.68 g) in water (14 mL) and the resulting solution refluxed overnight. After cooling in an ice bath, conc HCl was added dropwise until the pH of the mixture was between 3-4. The insoluble product was collected by filtration, washed several times with water, and dried under reduced pressure over... Reactants: C1CCOC1, CC(C)C[AlH]CC(C)C, CCOC(C)=O, CCOC(=O)c1nc(CN2CCOCC2)cs1. Yields the product OCc1nc(CN2CCOCC2)cs1. Reaction SMILES: [CH2:33]1[O:34][CH2:35][CH2:36][CH2:37]1.[CH3:18][CH:19]([CH2:20][AlH:21][CH2:22][CH:23]([CH3:24])[CH3:25])[CH3:26].[CH3:27][CH2:28][O:29][C:30](=[O:31])[CH3:32].[O:1]1[CH2:2][CH2:3][N:4]([CH2:7][c:8]2[n:9][c:10]([C:13](=[O:14])[O:15][CH2:16][CH3:17])[s:11][cH:12]2)[CH2:5][CH2:6]1>>[O:1]1[CH2:2][CH2:3][N:4]([CH2:7][c:8]2[n:9][c:10]([CH2:13][OH:14])[s:11][cH:12]2)[CH2:5][CH2:6]1. Reactants: Fc1cc(-c2cc(C(F)(F)F)cc3[nH]c(Cl)nc23)cc(F)c1F, CC1CN(c2ncccc2Cl)CCN1. Product: CC1CN(c2ncccc2Cl)CCN1c1nc2cc(C(F)(F)F)cc(-c3cc(F)c(F)c(F)c3)c2[nH]1. RXN SMILES: [Cl:15][c:16]1[n:17][c:18]2[c:19]([nH:20]1)[cH:21][c:22]([C:34]([F:35])([F:36])[F:37])[cH:23][c:24]2-[c:25]1[cH:26][c:27]([F:33])[c:28]([F:32])[c:29]([F:31])[cH:30]1.[Cl:1][c:2]1[c:3]([N:8]2[CH2:9][CH:10]([CH3:14])[NH:11][CH2:12][CH2:13]2)[n:4][cH:5][cH:6][cH:7]1>>[Cl:1][c:2]1[c:3]([N:8]2[CH2:9][CH:10]([CH3:14])[N:11]([c:16]3[nH:17][c:18]4[c:19]([n:20]3)[cH:21][c:22]([C:34]([F:35])([F:36])[F:37])[cH:23][c:24]4-[c:25]3[cH:26][c:27]([F:33])[c:28]([F:32])[c:29]([F:31])[cH:30]3)[CH2:12][CH2:13]2)[n:4][cH:5][cH:6][cH:7]1. As a reaction SMILES: [CH3:33][CH2:34][O:35][C:36](=[O:37])[CH3:38].[Cl:30][CH2:31][Cl:32].[F:14][c:15]1[c:16]([C:17](=[O:18])[Cl:19])[cH:20][cH:21][cH:22][cH:23]1.[NH2:1][c:2]1[c:3]([C:12]#[N:13])[c:4]([CH3:11])[n:5][n:6]1[CH2:7][CH2:8][CH2:9][CH3:10].[n:24]1[cH:25][cH:26][cH:27][cH:28][cH:29]1>>[NH:1]([c:2]1[c:3]([C:12]#[N:13])[c:4]([CH3:11])[n:5][n:6]1[CH2:7][CH2:8][CH2:9][CH3:10])[C:17]([c:16]1[c:15]([F:14])[cH:23][cH:22][cH:21][cH:20]1)=[O:18]. The product is CCCCn1nc(C)c(C#N)c1NC(=O)c1ccccc1F. The reactants are CCOC(C)=O, ClCCl, O=C(Cl)c1ccccc1F, CCCCn1nc(C)c(C#N)c1N, c1ccncc1. Starting materials: C(C)(C)(C)N=NC(CCCCCCCCCCC(=O)O)(CCCCCC)Cl (12-t-butylazo-12-chlorostearic acid), [C-]#N.[Na+] (sodium cyanide), t-butylhydrazone, O=C(CCCCCCCCCCC(=O)O)CCCCCC (12-ketostearic acid), ClCl (chlorine). Solvent: O (water), CO (methanol), CCCCC (pentane). Run at temperature -20 celsius, time 15 minute. The product is C(C)(C)(C)N=NC(CCCCCCCCCCC(=O)O)(CCCCCC)C#N (12-t-Butylazo-12-cyanostearic Acid). Isolated yield 75.8%. Reaction SMILES: O=C(CCCCCC)CCCCCCCCCCC(O)=O.ClCl.[C:24]([N:28]=[N:29][C:30](Cl)([CH2:44][CH2:45][CH2:46][CH2:47][CH2:48][CH3:49])[CH2:31][CH2:32][CH2:33][CH2:34][CH2:35][CH2:36][CH2:37][CH2:38][CH2:39][CH2:40][C:41]([OH:43])=[O:42])([CH3:27])([CH3:26])[CH3:25].[C-:51]#[N:52].[Na+]>CCCCC.CO.O>[C:24]([N:28]=[N:29][C:30]([C:51]#[N:52])([CH2:44][CH2:45][CH2:46][CH2:47][CH2:48][CH3:49])[CH2:31][CH2:32][CH2:33][CH2:34][CH2:35][CH2:36][CH2:37][CH2:38][CH2:39][CH2:40][C:41]([OH:43])=[O:42])([CH3:27])([CH3:26])[CH3:25] |f:3.4|. Procedure: To a solution of 21.0 grams (0.0568 moles) of the t-butylhydrazone of 12-ketostearic acid in 50 ml of pentane, cooled to -20°C, was passed 2.02 grams (0.0285 moles) of chlorine over a 10 minute period. The reaction was stirred an additional 15 minutes at -20°C, the white solid that formed, filtered off, and the pentane filtrate, which should contain approximately 0.0285 moles of 12-t-butylazo-12-chlorostearic acid added to a solution of 1.5 grams (0.03 moles) of sodium cyanide in 20 mls of 75% a...